From a dataset of the Open Reaction Database (ORD), a public repository of structured organic reaction records. describe an organic reaction: reactants, conditions, products, and yield Reactants: C(C)(C)C1=C(C(=O)O)C(=CC(=C1)C(C)C)C(C)C (2,4,6-triisopropylbenzoic acid), C(O)([O-])=O.[Na+] (sodium hydrogencarbonate), C(C(C)C)C(=O)C (methyl isobutyl ketone). Run in O (water). Run at time 24 hour. Yields the product C(C)(C)C1=C(C(=O)[O-])C(=CC(=C1)C(C)C)C(C)C.[Na+] (sodium 2,4,6-triisopropylbenzoate). Yield: 80.0%. Reaction SMILES: [CH:1]([C:4]1[CH:12]=[C:11]([CH:13]([CH3:15])[CH3:14])[CH:10]=[C:9]([CH:16]([CH3:18])[CH3:17])[C:5]=1[C:6]([OH:8])=[O:7])([CH3:3])[CH3:2].C(=O)([O-])O.[Na+:23].C(C(C)=O)C(C)C>O>[CH:1]([C:4]1[CH:12]=[C:11]([CH:13]([CH3:15])[CH3:14])[CH:10]=[C:9]([CH:16]([CH3:18])[CH3:17])[C:5]=1[C:6]([O-:8])=[O:7])([CH3:3])[CH3:2].[Na+:23] |f:1.2,5.6|. Reported procedure: A 1-L eggplant shaped flask was charged with 39.7 g of 2,4,6-triisopropylbenzoic acid (prepared in Synthesis Example 1-1), 13.4 g of sodium hydrogencarbonate, 160 g of methyl isobutyl ketone, and 40 g of water, which were stirred at room temperature for 24 hours. At the end of stirring, the reaction solution was concentrated, followed by twice of azeotropic dehydration with 100 g of methyl isobutyl ketone. To the solid precipitate, 300 g of diisopropyl ether was added, whereupon solid-liquid was... The reactants are CN, N#Cc1ccc(Cl)nc1, CN(C)C=O. Yields the product CNc1ccc(C#N)cn1. As a reaction SMILES: [CH3:1][NH2:2].[Cl:3][c:4]1[n:5][cH:6][c:7]([C:8]#[N:9])[cH:10][cH:11]1.[O:12]=[CH:13][N:14]([CH3:15])[CH3:16]>>[CH3:1][NH:2][c:4]1[n:5][cH:6][c:7]([C:8]#[N:9])[cH:10][cH:11]1. The reactants are OC1=CC=2CC([C@H]3[C@@H]4CCC([C@@]4(C)CC[C@@H]3C2C=C1)=O)CCCCCN1[C@@H](CCC1)CSCCCC(C(F)(F)F)(F)F (3-hydroxy-7 -(5-[(2S)-2-(4,4,5,5,5-pentafluoropentylthiomethyl)-pyrrolidin-1-yl]-pentyl)-estra-1,3,5(10)-trien-17-one), [BH4-].[Na+] (sodium borohydride). The product is FC(CCCSC[C@H]1N(CCC1)CCCCC[C@H]1[C@H]2[C@@H]3CC[C@@H]([C@@]3(C)CC[C@@H]2C=2C=CC(=CC2C1)O)O)(C(F)(F)F)F (7α-{5-[(2S)-2-(4,4,5,5,5-Pentafluoropentylthiomethyl)-pyrrolidin-1-yl]-pentyl}-estra-1,3,5(10)-triene-3,17β-diol). The yield is 64.8%. Reaction SMILES: [OH:1][C:2]1[CH:19]=[CH:18][C:17]2[C@@H:16]3[C@H:7]([C@H:8]4[C@@:12]([CH2:14][CH2:15]3)([CH3:13])[C:11](=[O:20])[CH2:10][CH2:9]4)[CH:6]([CH2:21][CH2:22][CH2:23][CH2:24][CH2:25][N:26]3[CH2:30][CH2:29][CH2:28][C@H:27]3[CH2:31][S:32][CH2:33][CH2:34][CH2:35][C:36]([F:42])([F:41])[C:37]([F:40])([F:39])[F:38])[CH2:5][C:4]=2[CH:3]=1.[BH4-].[Na+]>>[F:42][C:36]([F:41])([C:37]([F:38])([F:39])[F:40])[CH2:35][CH2:34][CH2:33][S:32][CH2:31][C@@H:27]1[CH2:28][CH2:29][CH2:30][N:26]1[CH2:25][CH2:24][CH2:23][CH2:22][CH2:21][C@@H:6]1[CH2:5][C:4]2[CH:3]=[C:2]([OH:1])[CH:19]=[CH:18][C:17]=2[C@@H:16]2[C@@H:7]1[C@H:8]1[C@@:12]([CH2:14][CH2:15]2)([CH3:13])[C@@H:11]([OH:20])[CH2:10][CH2:9]1 |f:1.2|. Reported procedure: Under the conditions of Example 8, 500 mg of 3-hydroxy-7 -(5-[(2S)-2-(4,4,5,5,5-pentafluoropentylthiomethyl)-pyrrolidin-1-yl]-pentyl)-estra-1,3,5(10)-trien-17-one is reduced with 100 mg of sodium borohydride. 325 mg of the title compound is obtained as oil. [α]D22 =-8.7°(c=0.510 in methanol). Starting materials: Cl (HCl), CC1(OCC2=C(O1)C=CC(=C2)[C@H](CNC(OC(C)(C)C)=O)O)C (tert-Butyl(2R)-2-(2,2-dimethyl-4H-1,3-benzodioxin-6-yl)-2-hydroxyethylcarbamate), [H-].[Na+] (sodium hydride). Run in O (water), CN(C)C=O (DMF), CN(C)C=O (DMF). Conditions: time 2 hour. Product: CC1(OCC2=C(O1)C=CC(=C2)[C@@H]2CNC(O2)=O)C ((5R)-5-(2,2-Dimethyl-4H-1,3-benzodioxin-6-yl)-1,3-oxazolidin-2-one). Isolated yield 95.5%. RXN SMILES: [CH3:1][C:2]1([CH3:23])[O:7][C:6]2[CH:8]=[CH:9][C:10]([C@@H:12](O)[CH2:13][NH:14][C:15](=[O:21])[O:16]C(C)(C)C)=[CH:11][C:5]=2[CH2:4][O:3]1.[H-].[Na+].Cl>CN(C=O)C.O>[CH3:23][C:2]1([CH3:1])[O:7][C:6]2[CH:8]=[CH:9][C:10]([C@H:12]3[O:16][C:15](=[O:21])[NH:14][CH2:13]3)=[CH:11][C:5]=2[CH2:4][O:3]1 |f:1.2|. Procedure details: tert-Butyl(2R)-2-(2,2-dimethyl-4H-1,3-benzodioxin-6-yl)-2-hydroxyethylcarbamate, (86.37 g) in DMF (600 ml) was added dropwise to a stirred suspension of sodium hydride (60% oil dispersion, 11.9 g) in DMF (160 ml) with cooling such that the internal temperature remained at 0° under nitrogen. The mixture was stirred at 21° for 2 h. The mixture was recooled to 0° and 2M HCl (134 ml) was added. The mixture was diluted with water and the product was extracted with EtOAc twice. The solution was washed...